Dataset: the Open Reaction Database (ORD), a public repository of structured organic reaction records. Task: describe an organic reaction: reactants, conditions, products, and yield Conditions: temperature 80 celsius, time 10 hour. The reactants are C(O)([O-])=O.[Na+] (sodium hydrogen carbonate), NC=1C(=NC=C(C1)C(F)(F)F)O (3-amino-5-trifluoromethylpyridin-2-ol), CCN=C=NCCCN(C)C (WSC), C(C)C=1C(=NC=NC1)C(=O)O (5-ethyl-pyrimidine-4-carboxylic acid). The product is C(C)C=1C(=NC=NC1)C(=O)NC=1C(=NC=C(C1)C(F)(F)F)O (5-ethyl-N-(2-hydroxy-5-trifluoromethyl-pyridin-3-yl)-pyrimidine-4-carboxamide). As a reaction SMILES: [NH2:1][C:2]1[C:3]([OH:12])=[N:4][CH:5]=[C:6]([C:8]([F:11])([F:10])[F:9])[CH:7]=1.CCN=C=NCCCN(C)C.[CH2:24]([C:26]1[C:27]([C:32](O)=[O:33])=[N:28][CH:29]=[N:30][CH:31]=1)[CH3:25].C(=O)([O-])O.[Na+]>N1C=CC=CC=1>[CH2:24]([C:26]1[C:27]([C:32]([NH:1][C:2]2[C:3]([OH:12])=[N:4][CH:5]=[C:6]([C:8]([F:11])([F:9])[F:10])[CH:7]=2)=[O:33])=[N:28][CH:29]=[N:30][CH:31]=1)[CH3:25] |f:3.4|. The solvent is N1=CC=CC=C1 (pyridine). Procedure details: To a mixture of 3-amino-5-trifluoromethylpyridin-2-ol (0.27 g), WSC (0.58 g), and pyridine (10 ml), 5-ethyl-pyrimidine-4-carboxylic acid was added under ice-cooling, and the reaction mixture was stirred at 80° C. for 10 hours. After standing to cool the reaction mixture to room temperature, to the reaction mixture, saturated aqueous sodium hydrogen carbonate solution was added, and extracted with ethyl acetate. The organic layer was dried over sodium sulfate, and concentrated under reduced press...